This data is from the Open Reaction Database (ORD), a public repository of structured organic reaction records. The task is: describe an organic reaction: reactants, conditions, products, and yield Starting materials: N(=O)[O-].[Na+] (NaNO2), C(=C)C1=C(C(C2=CC=CC=C2)(C2=CC=CC=C2)C2=C(C=CC=C2N)O)C=CC=C1 (2-(vinyltrityl)-3-aminophenol). Run in O (water), CC(=O)C (acetone), H2PO3. Conditions: temperature 0 celsius, time 30 minute. Yields the product C(=C)C1=C(C(C2=CC=CC=C2)(C2=CC=CC=C2)C2=C(C=CC=C2)O)C=CC=C1 (2-(vinyltrityl)phenol). The yield is 35.0%. As a reaction SMILES: [CH:1]([C:3]1[CH:29]=[CH:28][CH:27]=[CH:26][C:4]=1[C:5]([C:18]1[C:23](N)=[CH:22][CH:21]=[CH:20][C:19]=1[OH:25])([C:12]1[CH:17]=[CH:16][CH:15]=[CH:14][CH:13]=1)[C:6]1[CH:11]=[CH:10][CH:9]=[CH:8][CH:7]=1)=[CH2:2].N([O-])=O.[Na+]>CC(C)=O.O>[CH:1]([C:3]1[CH:29]=[CH:28][CH:27]=[CH:26][C:4]=1[C:5]([C:18]1[CH:23]=[CH:22][CH:21]=[CH:20][C:19]=1[OH:25])([C:12]1[CH:17]=[CH:16][CH:15]=[CH:14][CH:13]=1)[C:6]1[CH:7]=[CH:8][CH:9]=[CH:10][CH:11]=1)=[CH2:2] |f:1.2|. Procedure details: The 2-(vinyltrityl)-3-aminophenol is dissolved in a 50/50 solution of acetone and 50% H2PO3. The solution is chilled to 0° C. NaNO2 (1.0 g, 2.0 equiv.) is dissolved in water (10 mL) and added at a rate to keep the temperature of the reaction mixture below 5° C. The mixture is stirred for an additional 30 minutes. The product 2-(vinyltrityl)phenol is obtained by filtration and dried under vacuum (yield 35-45%). Product is recrystallized from hot acetic acid. The reactants are O=C(n1ccnc1)n1ccnc1, C1CCC2=NCCCN2CC1, C1CCOC1, COc1ccc2c(OC3CC4C(=O)NC5(C(=O)O)CC5C=CCCCCN(C)C(=O)C4C3)cc(-c3cccc(C)n3)nc2c1C, NS(=O)(=O)C1CC1, O=C(O)CC(O)(CC(=O)O)C(=O)O. Product: COc1ccc2c(OC3CC4C(=O)NC5(C(=O)NS(=O)(=O)C6CC6)CC5C=CCCCCN(C)C(=O)C4C3)cc(-c3cccc(C)n3)nc2c1C. Reaction SMILES: [C:46]([n:47]1[cH:48][cH:49][n:50][cH:51]1)([n:52]1[cH:53][cH:54][n:55][cH:56]1)=[O:57].[CH2:65]1[CH2:66][CH2:67][C:68]2=[N:73][CH2:72][CH2:71][CH2:70][N:69]2[CH2:74][CH2:75]1.[CH2:89]1[O:90][CH2:91][CH2:92][CH2:93]1.[CH3:1][c:2]1[cH:3][cH:4][cH:5][c:6](-[c:8]2[n:9][c:10]3[c:11]([CH3:45])[c:12]([O:43][CH3:44])[cH:13][cH:14][c:15]3[c:16]([O:18][CH:19]3[CH2:20][CH:21]4[C:22](=[O:42])[N:23]([CH3:41])[CH2:24][CH2:25][CH2:26][CH2:27][CH:28]=[CH:29][CH:30]5[CH2:31][C:32]5([C:38](=[O:39])[OH:40])[NH:33][C:34](=[O:37])[CH:35]4[CH2:36]3)[cH:17]2)[n:7]1.[CH:58]1([S:61](=[O:62])(=[O:63])[NH2:64])[CH2:59][CH2:60]1.[OH:76][C:77]([CH2:78][C:79]([C:80](=[O:81])[OH:82])([CH2:83][C:84](=[O:85])[OH:86])[OH:87])=[O:88]>>[CH3:1][c:2]1[cH:3][cH:4][cH:5][c:6](-[c:8]2[n:9][c:10]3[c:11]([CH3:45])[c:12]([O:43][CH3:44])[cH:13][cH:14][c:15]3[c:16]([O:18][CH:19]3[CH2:20][CH:21]4[C:22](=[O:42])[N:23]([CH3:41])[CH2:24][CH2:25][CH2:26][CH2:27][CH:28]=[CH:29][CH:30]5[CH2:31][C:32]5([C:38](=[O:40])[NH:64][S:61]([CH:58]5[CH2:59][CH2:60]5)(=[O:62])=[O:63])[NH:33][C:34](=[O:37])[CH:35]4[CH2:36]3)[cH:17]2)[n:7]1.